Task: describe an organic reaction: reactants, conditions, products, and yield. Dataset: the Open Reaction Database (ORD), a public repository of structured organic reaction records Reactants: Cc1cc2nc(Cc3ccccc3)n(Cc3ccc(-c4ccccc4C(=O)OC(C)(C)C)cc3)c2cc1C, ClCCl, O=C(O)C(F)(F)F. Yields the product Cc1cc2nc(Cc3ccccc3)n(Cc3ccc(-c4ccccc4C(=O)O)cc3)c2cc1C. Reaction SMILES: [CH2:1]([c:2]1[cH:3][cH:4][cH:5][cH:6][cH:7]1)[c:8]1[n:9][c:10]2[c:11]([n:12]1[CH2:13][c:14]1[cH:15][cH:16][c:17](-[c:20]3[c:21]([C:26](=[O:27])[O:28][C:29]([CH3:30])([CH3:31])[CH3:32])[cH:22][cH:23][cH:24][cH:25]3)[cH:18][cH:19]1)[cH:33][c:34]([CH3:38])[c:35]([CH3:37])[cH:36]2.[CH2:46]([Cl:47])[Cl:48].[OH:39][C:40]([C:41]([F:42])([F:43])[F:44])=[O:45]>>[CH2:1]([c:2]1[cH:3][cH:4][cH:5][cH:6][cH:7]1)[c:8]1[n:9][c:10]2[c:11]([n:12]1[CH2:13][c:14]1[cH:15][cH:16][c:17](-[c:20]3[c:21]([C:26](=[O:27])[OH:28])[cH:22][cH:23][cH:24][cH:25]3)[cH:18][cH:19]1)[cH:33][c:34]([CH3:38])[c:35]([CH3:37])[cH:36]2. Reactants: CCCC[SnH](CCCC)CCCC, Cc1ccccc1, CC(C)(C)OC(=O)NC(Cc1c[nH]c2ccccc12)C(=O)C=Cc1cc(C(F)(F)F)cc(C(F)(F)F)c1. Product: CC(C)(C)OC(=O)NC(Cc1c[nH]c2ccccc12)C(=O)CCc1cc(C(F)(F)F)cc(C(F)(F)F)c1. As a reaction SMILES: [CH2:38]([SnH:39]([CH2:40][CH2:41][CH2:42][CH3:43])[CH2:44][CH2:45][CH2:46][CH3:47])[CH2:48][CH2:49][CH3:50].[CH3:51][c:52]1[cH:53][cH:54][cH:55][cH:56][cH:57]1.[F:1][C:2]([c:3]1[cH:4][c:5]([CH:13]=[CH:14][C:15]([CH:16]([CH2:17][c:18]2[cH:19][nH:20][c:21]3[cH:22][cH:23][cH:24][cH:25][c:26]23)[NH:27][C:28](=[O:29])[O:30][C:31]([CH3:32])([CH3:33])[CH3:34])=[O:35])[cH:6][c:7]([C:9]([F:10])([F:11])[F:12])[cH:8]1)([F:36])[F:37]>>[F:1][C:2]([c:3]1[cH:4][c:5]([CH2:13][CH2:14][C:15]([CH:16]([CH2:17][c:18]2[cH:19][nH:20][c:21]3[cH:22][cH:23][cH:24][cH:25][c:26]23)[NH:27][C:28](=[O:29])[O:30][C:31]([CH3:32])([CH3:33])[CH3:34])=[O:35])[cH:6][c:7]([C:9]([F:10])([F:11])[F:12])[cH:8]1)([F:36])[F:37]. The reactants are C1(O)=CC=C(O)C=C1 (hydroquinone), O.[OH-].[Li+] (lithium hydroxide monohydrate), CC=1C(=C(C(=C(O)C1)C)C)O (trimethylhydroquinone), CC1=C(O)C=CC(=C1)O (monomethylhydroquinone), C1(O)=CC=C(O)C=C1 (hydroquinone), CC=1C(=C(O)C=CC1O)C (dimethylhydroquinone). Solvent: CO (methanol). Conditions: time 7 minute. The product is CC1=C(C(=C(C(=C1O)C)C)O)C (tetramethylhydroquinone), COC1=CC=C(C=C1)O (p-methoxyphenol). RXN SMILES: [C:1]1(C=CC(O)=CC=1)O.O.[OH-].[Li+].C[C:13]1[CH:19]=[C:18]([OH:20])[CH:17]=[CH:16][C:14]=1[OH:15].[CH3:21]C1C(C)=C(C=CC=1O)O.[CH3:31][C:32]1[C:33]([OH:41])=[C:34]([CH3:40])[C:35]([CH3:39])=[C:36]([CH:38]=1)[OH:37]>CO>[CH3:31][C:32]1[C:33]([OH:41])=[C:34]([CH3:40])[C:35]([CH3:39])=[C:36]([OH:37])[C:38]=1[CH3:1].[CH3:21][O:20][C:18]1[CH:19]=[CH:13][C:14]([OH:15])=[CH:16][CH:17]=1 |f:1.2.3|. Procedure details: Into an autoclave (inner volume: 4.5 ml, made of SUS 316, without manometer) were charged 0.031 g of hydroquinone, 1.370 g of methanol and 0.063 mg of lithium hydroxide monohydrate (manufactured by Wako Pure Chemical Ind., Ltd.). The reaction was started by elevating the temperature up to 420° C. with sand bath. After 7 minutes, the autoclave was quickly cooled and the reaction solution was taken out from the autoclave when the temperature was cooled back to the room temperature. The measurement... Starting materials: O=C([O-])O, COc1ccc(COc2ccc3nc(NC(=O)C4CC4)c(C)n3c2)cc1, COc1ccccc1, FC(F)(F)c1ccccc1, [Na+], O=C(O)C(F)(F)F. Yields the product Cc1c(NC(=O)C2CC2)nc2ccc(O)cn12. Reaction SMILES: [C:42](=[O:43])([O-:44])[OH:45].[CH3:1][O:2][c:3]1[cH:4][cH:5][c:6]([CH2:7][O:8][c:9]2[cH:10][cH:11][c:12]3[n:13]([cH:14]2)[c:15]([CH3:24])[c:16]([NH:18][C:19](=[O:20])[CH:21]2[CH2:22][CH2:23]2)[n:17]3)[cH:25][cH:26]1.[CH3:27][O:28][c:29]1[cH:30][cH:31][cH:32][cH:33][cH:34]1.[F:47][C:48]([c:49]1[cH:50][cH:51][cH:52][cH:53][cH:54]1)([F:55])[F:56].[Na+:46].[OH:35][C:36]([C:37]([F:38])([F:39])[F:40])=[O:41]>>[OH:8][c:9]1[cH:10][cH:11][c:12]2[n:13]([cH:14]1)[c:15]([CH3:24])[c:16]([NH:18][C:19](=[O:20])[CH:21]1[CH2:22][CH2:23]1)[n:17]2. Starting materials: CSC1=CC=C(C=C1)O (4-(methylthio)phenol), C1(=CC=CC=C1)O (phenol), CSC1=CC=C(C=C1)O (4-(methylmercapto)phenol), BrCCCCl (1-bromo-3-chloropropane), [H-].[Na+] (sodium hydride). Solvent: COCCOC (1,2-dimethoxyethane). Yields the product ClCCCOC1=CC=C(C=C1)SC (1-chloro-3-[4-(methylthio)phenoxy]propane). The yield is 32.0%. As a reaction SMILES: [CH3:1][S:2][C:3]1[CH:8]=[CH:7][C:6]([OH:9])=[CH:5][CH:4]=1.[H-].[Na+].Br[CH2:13][CH2:14][CH2:15][Cl:16].C1(O)C=CC=CC=1>COCCOC>[Cl:16][CH2:15][CH2:14][CH2:13][O:9][C:6]1[CH:7]=[CH:8][C:3]([S:2][CH3:1])=[CH:4][CH:5]=1 |f:1.2|. Procedure details: A solution of 4-(methylthio)phenol (10.0 g, 0.071 mole) in 150 ml. of 1,2-dimethoxyethane is added to a slurry of a 57% dispersion of sodium hydride (3.0 g., 0.071 mole) in mineral oil (previously washed with hexane to remove the mineral oil) in 100 ml. of 1,2-dimethoxyethane. After the initial reaction is complete, 1-bromo-3-chloropropane (12.63 g., 0.08 mole) is added in one portion. The resulting mixture is stirred and refluxed for a period of 68 hrs., cooled and then concentrated under reduc... Reactants: N#Cc1ccc(Br)cc1, CN1CCCN(C)C1=O, CCCCCCCc1cnc(-c2ccc(Br)c([N+](=O)[O-])c2)nc1, N#Cc1ccc(Br)c([N+](=O)[O-])c1. The product is CCCCCCCc1cnc(-c2ccc(C#N)c([N+](=O)[O-])c2)nc1. RXN SMILES: [Br:24][c:25]1[cH:26][cH:27][c:28]([C:29]#[N:30])[cH:31][cH:32]1.[CH3:45][N:46]1[CH2:47][CH2:48][CH2:49][N:50]([CH3:51])[C:52]1=[O:53].[N+:1](=[O:2])([O-:3])[c:4]1[cH:5][c:6](-[c:11]2[n:12][cH:13][c:14]([CH2:17][CH2:18][CH2:19][CH2:20][CH2:21][CH2:22][CH3:23])[cH:15][n:16]2)[cH:7][cH:8][c:9]1[Br:10].[N+:33]([c:34]1[cH:35][c:36]([C:41]#[N:42])[cH:37][cH:38][c:39]1[Br:40])([O-:43])=[O:44]>>[N+:1](=[O:2])([O-:3])[c:4]1[cH:5][c:6](-[c:11]2[n:12][cH:13][c:14]([CH2:17][CH2:18][CH2:19][CH2:20][CH2:21][CH2:22][CH3:23])[cH:15][n:16]2)[cH:7][cH:8][c:9]1[C:29]#[N:30].